Dataset: the Open Reaction Database (ORD), a public repository of structured organic reaction records. Task: describe an organic reaction: reactants, conditions, products, and yield The reactants are CC(C)C(=O)Nc1cccc(C2CCN(CCCCC(O)c3ccccc3)CC2)c1, CC(=O)c1ccccc1O. Yields the product CC(=O)c1ccccc1OC(CCCCN1CCC(c2cccc(NC(=O)C(C)C)c2)CC1)c1ccccc1. Reaction SMILES: [OH:11][CH:12]([CH2:13][CH2:14][CH2:15][CH2:16][N:17]1[CH2:18][CH2:19][CH:20]([c:23]2[cH:24][c:25]([NH:29][C:30]([CH:31]([CH3:32])[CH3:33])=[O:34])[cH:26][cH:27][cH:28]2)[CH2:21][CH2:22]1)[c:35]1[cH:36][cH:37][cH:38][cH:39][cH:40]1.[OH:1][c:2]1[c:3]([C:8]([CH3:9])=[O:10])[cH:4][cH:5][cH:6][cH:7]1>>[O:1]([c:2]1[c:3]([C:8]([CH3:9])=[O:10])[cH:4][cH:5][cH:6][cH:7]1)[CH:12]([CH2:13][CH2:14][CH2:15][CH2:16][N:17]1[CH2:18][CH2:19][CH:20]([c:23]2[cH:24][c:25]([NH:29][C:30]([CH:31]([CH3:32])[CH3:33])=[O:34])[cH:26][cH:27][cH:28]2)[CH2:21][CH2:22]1)[c:35]1[cH:36][cH:37][cH:38][cH:39][cH:40]1. The reactants are [Cl-].[Cl-].[Ca+2] (CaCl2), BrCC(=O)OCC (Ethyl bromoacetate), N1C(=NC2=C1C=CC=C2)OC2=CC=C(C=C2)N2C(N(C=1C2=NC=CC1)CC)=O (3-[4-(1H-benzimidazol-2-yloxy)phenyl]-1-ethyl-1,3-dihydro-2H-imidazo[4,5-b]pyridin-2-one), [H-].[Na+] (sodium hydride). Solvent: CN(C)C=O (DMF), CO (MeOH). The product is C(C)N1C(N(C2=NC=CC=C21)C2=CC=C(OC1=NC3=C(N1CC(=O)OCC)C=CC=C3)C=C2)=O (ethyl {2-[4-(1-ethyl-2-oxo-1,2-dihydro-3H-imidazo[4,5-b]pyridin-3-yl)phenoxy]-1H-benzimidazol-1-yl}acetate). Reaction SMILES: Br[CH2:2][C:3]([O:5][CH2:6][CH3:7])=[O:4].[NH:8]1[C:12]2[CH:13]=[CH:14][CH:15]=[CH:16][C:11]=2[N:10]=[C:9]1[O:17][C:18]1[CH:23]=[CH:22][C:21]([N:24]2[C:28]3=[N:29][CH:30]=[CH:31][CH:32]=[C:27]3[N:26]([CH2:33][CH3:34])[C:25]2=[O:35])=[CH:20][CH:19]=1.[H-].[Na+].[Cl-].[Cl-].[Ca+2]>CN(C=O)C.CO>[CH2:33]([N:26]1[C:27]2[C:28](=[N:29][CH:30]=[CH:31][CH:32]=2)[N:24]([C:21]2[CH:20]=[CH:19][C:18]([O:17][C:9]3[N:8]([CH2:2][C:3]([O:5][CH2:6][CH3:7])=[O:4])[C:12]4[CH:13]=[CH:14][CH:15]=[CH:16][C:11]=4[N:10]=3)=[CH:23][CH:22]=2)[C:25]1=[O:35])[CH3:34] |f:2.3,4.5.6|. Procedure details: Ethyl bromoacetate (0.240 mL) was added to a solution of 3-[4-(1H-benzimidazol-2-yloxy)phenyl]-1-ethyl-1,3-dihydro-2H-imidazo[4,5-b]pyridin-2-one (400 mg) and sodium hydride (86 mg) in DMF (2 mL) at room temperature. The mixture was stirred at room temperature under a dry atmosphere (CaCl2 tube) for 2 h. The reaction mixture was diluted with MeOH (5 mL), and concentrated under reduced pressure. The residue was purified by column chromatography (silica gel, eluted with 0%-50% EtOAc in hexane) to ... Starting materials: CC1=C(COC=2C=C(C=CC2)CC(=O)OCC)C(=CC=C1)C (Ethyl 3-(2,6-dimethylbenzyloxy)phenylacetate), [OH-].[Na+] (NaOH), Cl (HCl). Run in C(C)O (ethanol). Conditions: time 3 hour. Yields the product CC1=C(COC=2C=C(C=CC2)CC(=O)O)C(=CC=C1)C (3-(2,6-Dimethylbenzyloxy)phenylacetic acid). Reaction SMILES: [CH3:1][C:2]1[CH:21]=[CH:20][CH:19]=[C:18]([CH3:22])[C:3]=1[CH2:4][O:5][C:6]1[CH:7]=[C:8]([CH2:12][C:13]([O:15]CC)=[O:14])[CH:9]=[CH:10][CH:11]=1.[OH-].[Na+].Cl>C(O)C>[CH3:1][C:2]1[CH:21]=[CH:20][CH:19]=[C:18]([CH3:22])[C:3]=1[CH2:4][O:5][C:6]1[CH:7]=[C:8]([CH2:12][C:13]([OH:15])=[O:14])[CH:9]=[CH:10][CH:11]=1 |f:1.2|. Procedure details: To a stirred solution of Ethyl 3-(2,6-dimethylbenzyloxy)phenylacetate (Step B, 4 g, 13.6 mmol) in absolute ethanol (30 ml) was added 1N NaOH (20 ml) at room temperature. The reaction mixture was stirred for 3 hours, acidified by 1N HCl, and concentrated. The residue was taken into chloroform and washed with 0.1N HCl, dried over Na2SO4, filtered, concentrated and purified by flash chromatography on a silica gel column (hex:ethyl acetate 1:1) to give the title compound. Reactants: C[Al](C)C, Cc1ccccc1, COC(=O)C1C(C)CCN1C(C)c1ccccc1, C, [Cl-], [NH4+]. Yields the product CC1CCN(C(C)c2ccccc2)C1C(N)=O. RXN SMILES: [CH3:1][Al:2]([CH3:3])[CH3:4].[CH3:26][c:27]1[cH:28][cH:29][cH:30][cH:31][cH:32]1.[CH3:8][O:9][C:10](=[O:11])[CH:12]1[N:13]([CH:18]([CH3:19])[c:20]2[cH:21][cH:22][cH:23][cH:24][cH:25]2)[CH2:14][CH2:15][CH:16]1[CH3:17].[CH4:7].[Cl-:5].[NH4+:6]>>[NH2:6][C:10](=[O:9])[CH:12]1[N:13]([CH:18]([CH3:19])[c:20]2[cH:21][cH:22][cH:23][cH:24][cH:25]2)[CH2:14][CH2:15][CH:16]1[CH3:17]. Starting materials: COC(=O)C(Cc1ccc(-c2c(C)ccn(C)c2=O)cc1)NC(=O)c1c(Cl)cccc1Cl, CCO, [Na+], [OH-]. The product is Cc1ccn(C)c(=O)c1-c1ccc(CC(NC(=O)c2c(Cl)cccc2Cl)C(=O)O)cc1. RXN SMILES: [CH3:1][O:2][C:3]([CH:4]([NH:5][C:6](=[O:7])[c:8]1[c:9]([Cl:15])[cH:10][cH:11][cH:12][c:13]1[Cl:14])[CH2:16][c:17]1[cH:18][cH:19][c:20](-[c:23]2[c:24](=[O:31])[n:25]([CH3:30])[cH:26][cH:27][c:28]2[CH3:29])[cH:21][cH:22]1)=[O:32].[CH3:35][CH2:36][OH:37].[Na+:34].[OH-:33]>>[O:2]=[C:3]([CH:4]([NH:5][C:6](=[O:7])[c:8]1[c:9]([Cl:15])[cH:10][cH:11][cH:12][c:13]1[Cl:14])[CH2:16][c:17]1[cH:18][cH:19][c:20](-[c:23]2[c:24](=[O:31])[n:25]([CH3:30])[cH:26][cH:27][c:28]2[CH3:29])[cH:21][cH:22]1)[OH:32]. As a reaction SMILES: O[CH2:2][C:3]1[CH:8]=[C:7]([C:9]([F:12])([F:11])[F:10])[CH:6]=[CH:5][C:4]=1[OH:13].[NH:14]1[CH:18]=[N:17][CH:16]=[N:15]1>>[N:14]1([CH2:2][C:3]2[CH:8]=[C:7]([C:9]([F:12])([F:11])[F:10])[CH:6]=[CH:5][C:4]=2[OH:13])[CH:18]=[N:17][CH:16]=[N:15]1. Procedure: Following Example 21, the title compound was synthesized (1.55 g; 45%) from 2-hydroxymethyl-4-(trifluoromethyl)phenol (2.7 g) from Example 61 and 1H-1,2,4-triazole (1.07 g). Starting materials: OCC1=C(C=CC(=C1)C(F)(F)F)O (2-hydroxymethyl-4-(trifluoromethyl)phenol), N1N=CN=C1 (1H-1,2,4-triazole). The product is N1(N=CN=C1)CC1=C(C=CC(=C1)C(F)(F)F)O (2-(1H-1,2,4-triazol-1-ylmethyl)-4-(trifluoromethyl)phenol).